Dataset: the Open Reaction Database (ORD), a public repository of structured organic reaction records. Task: describe an organic reaction: reactants, conditions, products, and yield The reactants are C(C)(=O)OC[C@@H]1[C@H]([C@@H]([C@@H]2SC3=C(N([C@@H]2O1)C)C=C(C=C3)Cl)OC(C)=O)OC(C)=O ((2R, 3R, 4S, 4aS, 10aR)-2-acetoxymethyl-8-chloro -3,4-diacetoxy-10-methyl-2, 3, 4, 4a, 10, 10a-hexahydropyrano [3, 2 -b] [1, 4] benzothiazine), N (ammonia). Run in CO (methanol). Reaction conditions: time 24 hour. Yields the product ClC=1C=CC2=C(N([C@H]3[C@@H](S2)[C@H]([C@@H]([C@H](O3)CO)O)O)C)C1 ((2R, 3S, 4S, 4aS, 10aR)-8-chloro-3, 4-dihydroxy -2-hydroxymethyl-10-methyl-2, 3, 4, 4a, 10, 10a-hexahydropyrano [3, 2-b] [1, 4] benzothiazine). The yield is 55.9%. As a reaction SMILES: C([O:4][CH2:5][C@H:6]1[O:15][C@@H:14]2[C@@H:9]([S:10][C:11]3[CH:20]=[CH:19][C:18]([Cl:21])=[CH:17][C:12]=3[N:13]2[CH3:16])[C@@H:8]([O:22]C(=O)C)[C@@H:7]1[O:26]C(=O)C)(=O)C.N>CO>[Cl:21][C:18]1[CH:19]=[CH:20][C:11]2[S:10][C@H:9]3[C@@H:8]([OH:22])[C@H:7]([OH:26])[C@@H:6]([CH2:5][OH:4])[O:15][C@H:14]3[N:13]([CH3:16])[C:12]=2[CH:17]=1. Procedure: The suspension of 1.50 g of the compound (1) obtained in Example 1 in 50 ml of methanol saturated with ammonia was allowed to stand at 4° C. for 24 hours. The reaction solution was concentrated under reduced pressure. To the resulting residue water was added, and the precipitated product was filtered and washed with water, and ether successively. The resulting crude product was recrystallized with 2-propanol to obtain 600 mg (yield: 55.9%) of the title compound. The reactants are O=C([O-])[O-], Fc1cc(F)c2nc(Cl)ccc2c1, [Cs+], [Cs+], C1COCCO1, Cl[Pd]Cl, c1ccc(P(c2ccccc2)c2ccccc2)cc1, c1ccc(P(c2ccccc2)c2ccccc2)cc1, c1ccn2cnnc2c1. Yields the product Fc1cc(F)c2nc(-c3nnc4ccccn34)ccc2c1. Reaction SMILES: [C:23](=[O:24])([O-:25])[O-:26].[Cl:1][c:2]1[n:3][c:4]2[c:5]([F:13])[cH:6][c:7]([F:12])[cH:8][c:9]2[cH:10][cH:11]1.[Cs+:27].[Cs+:28].[O:29]1[CH2:30][CH2:31][O:32][CH2:33][CH2:34]1.[Pd:35]([Cl:36])[Cl:37].[c:38]1([P:39]([c:40]2[cH:41][cH:42][cH:43][cH:44][cH:45]2)[c:46]2[cH:47][cH:48][cH:49][cH:50][cH:51]2)[cH:52][cH:53][cH:54][cH:55][cH:56]1.[c:57]1([P:58]([c:59]2[cH:60][cH:61][cH:62][cH:63][cH:64]2)[c:65]2[cH:66][cH:67][cH:68][cH:69][cH:70]2)[cH:71][cH:72][cH:73][cH:74][cH:75]1.[n:14]1[n:15][cH:16][n:17]2[c:18]1[cH:19][cH:20][cH:21][cH:22]2>>[c:2]1(-[c:16]2[n:15][n:14][c:18]3[n:17]2[cH:22][cH:21][cH:20][cH:19]3)[n:3][c:4]2[c:5]([F:13])[cH:6][c:7]([F:12])[cH:8][c:9]2[cH:10][cH:11]1. Starting materials: O=Cc1ccc(F)cc1, CC(C)CC(N)CO, c1ccccc1. The product is CC(C)CC(CO)N=Cc1ccc(F)cc1. Reaction SMILES: [F:9][c:10]1[cH:11][cH:12][c:13]([CH:14]=[O:15])[cH:16][cH:17]1.[NH2:1][CH:2]([CH2:3][CH:4]([CH3:5])[CH3:6])[CH2:7][OH:8].[cH:18]1[cH:19][cH:20][cH:21][cH:22][cH:23]1>>[N:1]([CH:2]([CH2:3][CH:4]([CH3:5])[CH3:6])[CH2:7][OH:8])=[CH:14][c:13]1[cH:12][cH:11][c:10]([F:9])[cH:17][cH:16]1. Starting materials: O=C([O-])[O-], COC(=O)Cc1cccc(O)c1, CCCCCC, [Cs+], [Cs+], CN(C)C=O, Cc1ccc(S(=O)(=O)OCCC(C)O)cc1. The product is COC(=O)Cc1cccc(OCCC(C)O)c1. As a reaction SMILES: [C:29](=[O:30])([O-:31])[O-:32].[CH3:1][O:2][C:3]([CH2:4][c:5]1[cH:6][c:7]([OH:11])[cH:8][cH:9][cH:10]1)=[O:12].[CH3:40][CH2:41][CH2:42][CH2:43][CH2:44][CH3:45].[Cs+:33].[Cs+:34].[O:35]=[CH:36][N:37]([CH3:38])[CH3:39].[OH:13][CH:14]([CH2:15][CH2:16][O:17][S:18]([c:19]1[cH:20][cH:21][c:22]([CH3:23])[cH:24][cH:25]1)(=[O:26])=[O:27])[CH3:28]>>[CH3:1][O:2][C:3]([CH2:4][c:5]1[cH:6][c:7]([O:11][CH2:16][CH2:15][CH:14]([OH:13])[CH3:28])[cH:8][cH:9][cH:10]1)=[O:12].